This data is from the Open Reaction Database (ORD), a public repository of structured organic reaction records. The task is: describe an organic reaction: reactants, conditions, products, and yield Starting materials: N1=C(C=CC=C1)C1(SCCC1)C(=S)SC (methyl 2-(pyrid-2-yl)tetrahydrothiophene-2-carbodithioate), C(CCCCCCCCCCC)N (n-dodecylamine). Run at temperature 0 celsius. Product: C(CCCCCCCCCCC)NC(=S)C1(SCCC1)C1=NC=CC=C1 (N-n-Dodecyl-2-(pyrid-2-yl)tetrahydrothiophene-2-carbothioamide). Isolated yield 66.3%. As a reaction SMILES: [N:1]1[CH:6]=[CH:5][CH:4]=[CH:3][C:2]=1[C:7]1([C:12]([S:14]C)=S)[CH2:11][CH2:10][CH2:9][S:8]1.[CH2:16]([NH2:28])[CH2:17][CH2:18][CH2:19][CH2:20][CH2:21][CH2:22][CH2:23][CH2:24][CH2:25][CH2:26][CH3:27]>>[CH2:16]([NH:28][C:12]([C:7]1([C:2]2[CH:3]=[CH:4][CH:5]=[CH:6][N:1]=2)[CH2:11][CH2:10][CH2:9][S:8]1)=[S:14])[CH2:17][CH2:18][CH2:19][CH2:20][CH2:21][CH2:22][CH2:23][CH2:24][CH2:25][CH2:26][CH3:27]. Reported procedure: A solution of methyl 2-(pyrid-2-yl)tetrahydrothiophene-2-carbodithioate (10 g) in n-dodecylamine (15 g) is heated for 50 minutes at 110° C. The reaction mixture is chromatographed on silica gel (200 g) contained in a column of diameter 3.7 cm. Elution is carried out with a cyclohexane-ethyl acetate mixture (90:10 by volume; 1800 cc), one 300 cc fraction and three 500 cc fractions being collected. Fractions 2 to 4 are combined and concentrated to dryness (20 mm Hg; 2.7 kPa) at 40° C.; the residue... The reactants are OCCN1CCC(C#N)(CC1)C1=CC=CC=C1 (1-(2-hydroxyethyl)-4-phenylisonipecotonitrile), Cl (hydrogen chloride), S(=O)(Cl)Cl (thionyl chloride). Solvent: C(Cl)Cl (methylene chloride). Yields the product Cl.ClCCN1CCC(C#N)(CC1)C1=CC=CC=C1 (1-(2-chloroethyl)-4-phenylisonipecotonitrile hydrochloride). RXN SMILES: O[CH2:2][CH2:3][N:4]1[CH2:11][CH2:10][C:7]([C:12]2[CH:17]=[CH:16][CH:15]=[CH:14][CH:13]=2)([C:8]#[N:9])[CH2:6][CH2:5]1.[ClH:18].S(Cl)([Cl:21])=O>C(Cl)Cl>[ClH:21].[Cl:18][CH2:2][CH2:3][N:4]1[CH2:11][CH2:10][C:7]([C:12]2[CH:17]=[CH:16][CH:15]=[CH:14][CH:13]=2)([C:8]#[N:9])[CH2:6][CH2:5]1 |f:4.5|. Reported procedure: A solution is prepared from 5.9 parts of the nitrile obtained in the preceding paragraph and 134 parts of methylene chloride. This solution is saturated with hydrogen chloride gas at below 10° C. and 5.1 parts of thionyl chloride is added. The mixture is refluxed for 1 hour and then cooled and volatile material is removed under reduced pressure. The residue is dissolved in 88 parts of benzene, and the solution evaporated under reduced pressure. The residue is then crystallized from a mixture of ... Yields the product C1=CC=C(C=2C3=CC=CC=C3NC12)C(=O)N (carbazole-4-carboxamide). As a reaction SMILES: [CH2:1]1[C:13]2[NH:12][C:11]3[C:6](=[CH:7][CH:8]=[CH:9][CH:10]=3)[C:5]=2[CH:4]([C:14]([NH2:16])=[O:15])[CH2:3][CH2:2]1.CCOCCOCCO>[Pd]>[CH:1]1[C:13]2[NH:12][C:11]3[C:6](=[CH:7][CH:8]=[CH:9][CH:10]=3)[C:5]=2[C:4]([C:14]([NH2:16])=[O:15])=[CH:3][CH:2]=1. Reactants: C1CCC(C=2C3=CC=CC=C3NC12)C(=O)N (1,2,3,4-tetrahydrocarbazole-4-carboxamide), ( 13 ), CCOCCOCCO (carbitol). Reported procedure: A 1,2,3,4-tetrahydrocarbazole-4-carboxamide or 4-carboxhydrazide (13) is dehydrogenated by refluxing in a solvent such as carbitol in the presence of Pd/C to produce the carbazole-4-carboxamide. Alternately, treatment of (13) with DDQ in an appropriate solvent such as dioxane yields carbozole (14). Reagents/catalysts: [Pd] (Pd/C). The reactants are FC1=C(C=C(C(=C1)F)OC)N1C=C(C(C2=CC(=C(C(=C12)C)F)F)=O)C(=O)OCC (Ethyl 1-(2,4-difluoro-5-methoxyphenyl)-6,7-difluoro-8-methyl-4-oxo-1,4-dihydroquinoline-3-carboxylate), Br (hydrobromic acid). Solvent: C(C)(=O)O (acetic acid). Yields the product FC1=C(C=C(C(=C1)F)O)N1C=C(C(C2=CC(=C(C(=C12)C)F)F)=O)C(=O)O (1-(2,4-Difluoro-5-hydroxyphenyl)-6,7-difluoro-8-methyl-4-oxo-1,4-dihydroquinoline-3-carboxylic Acid). The yield is 65.8%. As a reaction SMILES: [F:1][C:2]1[CH:7]=[C:6]([F:8])[C:5]([O:9]C)=[CH:4][C:3]=1[N:11]1[C:20]2[C:15](=[CH:16][C:17]([F:23])=[C:18]([F:22])[C:19]=2[CH3:21])[C:14](=[O:24])[C:13]([C:25]([O:27]CC)=[O:26])=[CH:12]1.Br>C(O)(=O)C>[F:1][C:2]1[CH:7]=[C:6]([F:8])[C:5]([OH:9])=[CH:4][C:3]=1[N:11]1[C:20]2[C:15](=[CH:16][C:17]([F:23])=[C:18]([F:22])[C:19]=2[CH3:21])[C:14](=[O:24])[C:13]([C:25]([OH:27])=[O:26])=[CH:12]1. Reported procedure: Ethyl 1-(2,4-difluoro-5-methoxyphenyl)-6,7-difluoro-8-methyl-4-oxo-1,4-dihydroquinoline-3-carboxylate (2.32 g) was added to a mixed liquid (1:1, v/v; 30 ml) of 47% hydrobromic acid and acetic acid, and the mixture was stirred and refluxed for 44 hours. After distilled water (20 ml) was added to the reaction mixture, it was allowed to cool. Deposits were collected by filtration and washed with ethanol and diisopropyl ether in that order to obtain the title compound (1.37 g) as a colorless powder. The reactants are [O-]CC.[Na+] (sodium ethoxide), ClC1=C(C=C(C(=O)OC)C=C1)CN1N=C(C=C1)NC(=O)C1=C(C=CC=C1F)F (methyl 4-chloro-3-[(3-{[(2,6-difluorophenyl)carbonyl]amino}-1H-pyrazol-1-yl)methyl]benzoate), Intermediate 23, C(C)(N)=NO (acetamide oxime), 4A. Solvent: C(C)O (ethanol), C(C)O (ethanol). Reaction conditions: temperature 100 celsius, time 3 hour. Product: ClC1=C(C=C(C=C1)C1=NC(=NO1)C)CN1N=C(C=C1)NC(C1=C(C=CC=C1F)F)=O (N-(1-{[2-Chloro-5-(3-methyl-1,2,4-oxadiazol-5-yl)phenyl]methyl}-1H-pyrazol-3-yl)-2,6-difluorobenzamide). As a reaction SMILES: [C:1](=[N:4][OH:5])([NH2:3])[CH3:2].[O-]CC.[Na+].[Cl:10][C:11]1[CH:20]=[CH:19][C:14]([C:15](OC)=O)=[CH:13][C:12]=1[CH2:21][N:22]1[CH:26]=[CH:25][C:24]([NH:27][C:28]([C:30]2[C:35]([F:36])=[CH:34][CH:33]=[CH:32][C:31]=2[F:37])=[O:29])=[N:23]1>C(O)C>[Cl:10][C:11]1[CH:20]=[CH:19][C:14]([C:15]2[O:5][N:4]=[C:1]([CH3:2])[N:3]=2)=[CH:13][C:12]=1[CH2:21][N:22]1[CH:26]=[CH:25][C:24]([NH:27][C:28](=[O:29])[C:30]2[C:31]([F:37])=[CH:32][CH:33]=[CH:34][C:35]=2[F:36])=[N:23]1 |f:1.2|. Procedure details: To a solution of acetamide oxime (89 mg, 1.20 mmol, GFS chemicals) in ethanol (2 ml) was added 4A activated molecular sieves (418 mg) (pre-dried in the oven overnight) and then 21% sodium ethoxide in ethanol (0.2 ml, 0.536 mmol, Alfa Aesar). To the reaction mixture was added methyl 4-chloro-3-[(3-{[(2,6-difluorophenyl)carbonyl]amino}-1H-pyrazol-1-yl)methyl]benzoate (for a preparation see Intermediate 23)(105 mg, 0.259 mmol). The reaction was heated to reflux (100° C.) and stirred for 3 h under n... The reactants are [Na] (Sodium), OC1(C(=C(C(N1)=S)C#N)C1=CC=CC=C1)C1=CC=CC=C1 (5-hydroxy-4,5-diphenyl-2-thioxo-3-pyrroline-3-carbonitrile), C(C)(C)Br (isopropyl bromide). Solvent: C(C)O (ethanol), C(C)O (ethanol). Conditions: time 20 minute. Product: C1(=CC=CC=C1)C1(C(=C(NC1=O)SC(C)C)C#N)C1=CC=CC=C1 (4,4-Diphenyl-2-isopropylthio-5-oxo-2-pyrroline-3-carbonitrile). RXN SMILES: [Na].[OH:2][C:3]1(C2C=CC=CC=2)[NH:7][C:6](=[S:8])[C:5]([C:9]#[N:10])=[C:4]1[C:11]1[CH:16]=[CH:15][CH:14]=[CH:13][CH:12]=1.[CH:23](Br)([CH3:25])[CH3:24]>C(O)C>[C:23]1([C:4]2([C:11]3[CH:12]=[CH:13][CH:14]=[CH:15][CH:16]=3)[C:3](=[O:2])[NH:7][C:6]([S:8][CH:11]([CH3:16])[CH3:12])=[C:5]2[C:9]#[N:10])[CH:25]=[CH:5][CH:4]=[CH:3][CH:24]=1 |^1:0|. Reported procedure: 1.2 g. Sodium is dissolved in 150 ml. ethanol, 15.2 g. 5-hydroxy-4,5-diphenyl-2-thioxo-3-pyrroline-3-carbonitrile are added thereto and the reaction mixture is then boiled for 20 minutes. A solution of 7.0 g. isopropyl bromide in 25 ml. absolute ethanol is then added dropwise thereto within the course of 10 minutes and refluxing continued for a further 3 hours. After cooling, the solvent is stripped off on a rotary evaporator and the residue is triturated with 100 ml. water. The precipitate is f...